This data is from the Open Reaction Database (ORD), a public repository of structured organic reaction records. The task is: describe an organic reaction: reactants, conditions, products, and yield The reactants are OC(CS(=O)(=O)C1=C(C=CC(=C1)[N+](=O)[O-])Cl)C (2-chloro-5-nitrophenyl 2-hydroxypropyl sulphone), C(CN)N (ethylenediamine). Solvent: C(C)(C)O (isopropanol), O (water). The product is OC(CS(=O)(=O)C1=C(C=CC(=C1)[N+](=O)[O-])NCCN)C (2-(2-aminoethylamino)-5-nitrophenyl 2-hydroxypropyl sulphone). As a reaction SMILES: [OH:1][CH:2]([CH3:17])[CH2:3][S:4]([C:7]1[CH:12]=[C:11]([N+:13]([O-:15])=[O:14])[CH:10]=[CH:9][C:8]=1Cl)(=[O:6])=[O:5].[CH2:18]([NH2:21])[CH2:19][NH2:20]>C(O)(C)C.O>[OH:1][CH:2]([CH3:17])[CH2:3][S:4]([C:7]1[CH:12]=[C:11]([N+:13]([O-:15])=[O:14])[CH:10]=[CH:9][C:8]=1[NH:20][CH2:19][CH2:18][NH2:21])(=[O:6])=[O:5]. Reported procedure: 28 g (0.1 mol) of 2-chloro-5-nitrophenyl 2-hydroxypropyl sulphone are refluxed in 100 ml of isopropanol. To this are added gradually 15 ml of ethylenediamine, and heating is continued with stirring for a further hour. The cold reaction solution is diluted with 300 ml of water and stirred at 20° C. for two hours. The precipitated yellowish crystals are filtered off with suction, washed with 100 ml of water and dried. This gives 28 g of uniform 2-(2-aminoethylamino)-5-nitrophenyl 2-hydroxypropyl s... The reactants are light yellow oil, C(CC(=O)OCC)(=O)OCC (diethyl malonate), N(=O)[O-].[Na+] (sodium nitrite), O1CCOCC1 (1,4-dioxane). The solvent is O (water), C(C)(=O)O (acetic acid), C(C)(=O)O (acetic acid), O (water). Reaction conditions: temperature 35 celsius, time 2 hour. The product is N(C(=O)C)C(C(=O)OCC)C(=O)OCC (diethyl acetaminomalonate). The yield is 86.0%. RXN SMILES: [O:1]1CCO[CH2:3][CH2:2]1.[C:7]([O:15][CH2:16][CH3:17])(=[O:14])[CH2:8][C:9]([O:11][CH2:12][CH3:13])=[O:10].[N:18]([O-])=O.[Na+]>C(O)(=O)C.O>[NH:18]([CH:8]([C:9]([O:11][CH2:12][CH3:13])=[O:10])[C:7]([O:15][CH2:16][CH3:17])=[O:14])[C:2]([CH3:3])=[O:1] |f:2.3|. Reported procedure: A mixture of 1,4-dioxane, acetic acid and water, obtained from a previous reaction mixture by taking a low-boiling cut, was metered into a stirred mixture of 320.4 g (2.0 mol) of diethyl malonate and 160 g (2.3 mol) of sodium nitrite (technical grade), maintained at 35° C. 12.0 g of water were then metered in and 166 g (207. mol) of acetic acid (96%) were added dropwise over 2 hours. The mixture was allowed to continue reacting for 2 hours at 40° C. and was worked up as described in Example 4. T... The reactants are ClC=1N=NC=C(C1)O[C@@H](C(F)(F)F)C1=C(C=C(C=C1)Cl)N1N=C(C=C1)C.ClC=1C=C(N=NC1)O[C@@H](C(F)(F)F)C1=C(C=C(C=C1)Cl)N1N=C(C=C1)C ((R)-3-chloro-5-(1-(4-chloro-2-(3-methyl-1H-pyrazol-1-yl)phenyl)-2,2,2-trifluoroethoxy)pyridazine (R)-5-chloro-3-(1-(4-chloro-2-(3-methyl-1H-pyrazol-1-yl)phenyl)-2,2,2-trifluoroethoxy)pyridazine), C1N(C(CC12CCNCC2)C(=O)OCC)C(=O)OCC2=CC=CC=C2 (2-benzyl 3-ethyl 2,8-diazaspiro[4.5]decane-2,3-dicarboxylate), C(=O)([O-])[O-].[Cs+].[Cs+] (Cs2CO3), C=1C=CC(=CC1)P(C=2C=CC=CC2)C3=CC=C4C=CC=CC4=C3C5=C6C=CC=CC6=CC=C5P(C=7C=CC=CC7)C=8C=CC=CC8 (rac-BINAP). The reagents and catalysts are C=1C=CC(=CC1)/C=C/C(=O)/C=C/C2=CC=CC=C2.C=1C=CC(=CC1)/C=C/C(=O)/C=C/C2=CC=CC=C2.C=1C=CC(=CC1)/C=C/C(=O)/C=C/C2=CC=CC=C2.[Pd].[Pd] (Pd2(dba)3). Run in O1CCOCC1 (1,4-dioxane). Run at temperature 60 celsius. Yields the product ClC1=CC(=C(C=C1)[C@H](C(F)(F)F)OC=1C=C(N=NC1)N1CCC2(C[C@H](N(C2)C(=O)OCC2=CC=CC=C2)C(=O)OCC)CC1)N1N=C(C=C1)C ((S)-2-benzyl 3-ethyl 8-(5-((R)-1-(4-chloro-2-(3-methyl-1H-pyrazol-1-yl)phenyl)-2,2,2-trifluoroethoxy)pyridazin-3-yl)-2,8-diazaspiro[4.5]decane-2,3-dicarboxylate). As a reaction SMILES: Cl[C:2]1[N:3]=[N:4][CH:5]=[C:6]([O:8][C@H:9]([C:14]2[CH:19]=[CH:18][C:17]([Cl:20])=[CH:16][C:15]=2[N:21]2[CH:25]=[CH:24][C:23]([CH3:26])=[N:22]2)[C:10]([F:13])([F:12])[F:11])[CH:7]=1.ClC1C=C(O[C@H](C2C=CC(Cl)=CC=2N2C=CC(C)=N2)C(F)(F)F)N=NC=1.[CH2:53]1[C:57]2([CH2:62][CH2:61][NH:60][CH2:59][CH2:58]2)[CH2:56][CH:55]([C:63]([O:65][CH2:66][CH3:67])=[O:64])[N:54]1[C:68]([O:70][CH2:71][C:72]1[CH:77]=[CH:76][CH:75]=[CH:74][CH:73]=1)=[O:69].C([O-])([O-])=O.[Cs+].[Cs+].C1C=CC(P(C2C(C3C(P(C4C=CC=CC=4)C4C=CC=CC=4)=CC=C4C=3C=CC=C4)=C3C(C=CC=C3)=CC=2)C2C=CC=CC=2)=CC=1>O1CCOCC1.C1C=CC(/C=C/C(/C=C/C2C=CC=CC=2)=O)=CC=1.C1C=CC(/C=C/C(/C=C/C2C=CC=CC=2)=O)=CC=1.C1C=CC(/C=C/C(/C=C/C2C=CC=CC=2)=O)=CC=1.[Pd].[Pd]>[Cl:20][C:17]1[CH:18]=[CH:19][C:14]([C@@H:9]([O:8][C:6]2[CH:7]=[C:2]([N:60]3[CH2:59][CH2:58][C:57]4([CH2:53][N:54]([C:68]([O:70][CH2:71][C:72]5[CH:73]=[CH:74][CH:75]=[CH:76][CH:77]=5)=[O:69])[C@H:55]([C:63]([O:65][CH2:66][CH3:67])=[O:64])[CH2:56]4)[CH2:62][CH2:61]3)[N:3]=[N:4][CH:5]=2)[C:10]([F:12])([F:11])[F:13])=[C:15]([N:21]2[CH:25]=[CH:24][C:23]([CH3:26])=[N:22]2)[CH:16]=1 |f:0.1,3.4.5,8.9.10.11.12|. Procedure details: To a solution of the (R)-3-chloro-5-(1-(4-chloro-2-(3-methyl-1H-pyrazol-1-yl)phenyl)-2,2,2-trifluoroethoxy)pyridazine/(R)-5-chloro-3-(1-(4-chloro-2-(3-methyl-1H-pyrazol-1-yl)phenyl)-2,2,2-trifluoroethoxy)pyridazine mixture from step 1 in 1,4-dioxane (19 mL) was added 2-benzyl 3-ethyl 2,8-diazaspiro[4.5]decane-2,3-dicarboxylate (980 mg, 2.83 mmol), Cs2CO3 (2.30 g, 7.07 mmol), Pd2(dba)3 (432 mg, 0.471 mmol), and rac-BINAP (587 mg, 0.940 mmol), and the reaction mixture was heated to 60° C. for 60 h... Product: OC1=C2C(=C3N=C4C=CC=CC4=NC3=C1C(=O)N1CCOCC1)C=CC=C2 (5-hydroxy-6-morpholinocarbonylbenzo[a]phenazine). Reported procedure: In 4 ml of pyridine were dissolved 200 mg of ethyl 5-chloroacetoxybenzo[a]phenazine-6-carboxylate and 220 mg of morpholine, and the solution was heated at 80°-100° C., for 3 hours. The reaction mixture was evaporated to dryness under reduced pressure. Water was added, and the precipitated solid was collected to give 130 mg (71.1% yield) of 5-hydroxy-6-morpholinocarbonylbenzo[a]phenazine as red amorphous powder, m.p. 223°-225° C., Anal. Calcd. (%) for C21H17N2O3 : C, 70.18; H, 4.77; N, 11.69; Fou... Starting materials: ClCC(=O)OC1=C2C(=C3N=C4C=CC=CC4=NC3=C1C(=O)OCC)C=CC=C2 (ethyl 5-chloroacetoxybenzo[a]phenazine-6-carboxylate), N1CCOCC1 (morpholine). The yield is 71.4%. The solvent is N1=CC=CC=C1 (pyridine). As a reaction SMILES: ClCC([O:5][C:6]1[C:19]([C:20]([O:22]CC)=O)=[C:18]2[C:9]([N:10]=[C:11]3[C:16](=[N:17]2)[CH:15]=[CH:14][CH:13]=[CH:12]3)=[C:8]2[CH:25]=[CH:26][CH:27]=[CH:28][C:7]=12)=O.[NH:29]1[CH2:34][CH2:33][O:32][CH2:31][CH2:30]1>N1C=CC=CC=1>[OH:5][C:6]1[C:19]([C:20]([N:29]2[CH2:34][CH2:33][O:32][CH2:31][CH2:30]2)=[O:22])=[C:18]2[C:9]([N:10]=[C:11]3[C:16](=[N:17]2)[CH:15]=[CH:14][CH:13]=[CH:12]3)=[C:8]2[CH:25]=[CH:26][CH:27]=[CH:28][C:7]=12.